Dataset: the Open Reaction Database (ORD), a public repository of structured organic reaction records. Task: describe an organic reaction: reactants, conditions, products, and yield The reactants are N (ammonia), ClC=1C=C2C=C(C=NC2=CC1)C (6-chloro-3-methylquinoline), [N+](=O)([O-])[O-].[K+] (KNO3). Solvent: OS(=O)(=O)O (H2SO4), OS(=O)(=O)O (H2SO4). Run at temperature 0 celsius, time 12 hour. Yields the product ClC=1C(=C2C=C(C=NC2=CC1)C)[N+](=O)[O-] (6-Chloro-3-methyl-5-nitroquinoline). Yield: 89.6%. Reaction SMILES: [Cl:1][C:2]1[CH:3]=[C:4]2[C:9](=[CH:10][CH:11]=1)[N:8]=[CH:7][C:6]([CH3:12])=[CH:5]2.[N+:13]([O-])([O-:15])=[O:14].[K+].N>OS(O)(=O)=O>[Cl:1][C:2]1[C:3]([N+:13]([O-:15])=[O:14])=[C:4]2[C:9](=[CH:10][CH:11]=1)[N:8]=[CH:7][C:6]([CH3:12])=[CH:5]2 |f:1.2|. Procedure: To a solution of 6-chloro-3-methylquinoline (6.3 g, 35.6 mmol) in concentrated H2SO4 (22 mL) was added dropwise a solution of KNO3 (3.77 g, 37.2 mmol) in concentrated H2SO4 (22 mL) at 0° C. Care was taken that the temperature of the reaction mixture did not rise above 10° C. The reaction mixture was stirred for 1 h at 0° C. and 12 h at room temperature. It was then poured onto ice (150 g) and rendered basic (pH=10) with a 33% aqueous ammonia solution. A dark yellow precipitate was formed, which ... Reactants: [Na][Na] (disodium), NC=1C=C(C(C(=O)O)=CC1)C(=O)O (4-aminophthalic acid), NC1=C(C(C(=O)O)=CC=C1)C(=O)O (3-aminophthalic acid), [Na][Na] (disodium). The product is CC1=C(C(=O)N(C1=O)C=1C=C2C(C(=O)OC2=O)=CC1)C (4-(dimethylmaleinimidyl)-phthalic anhydride). RXN SMILES: [Na][Na].N[C:4]1C=C[CH:10]=[C:6]([C:7](O)=[O:8])[C:5]=1[C:13](O)=[O:14].[NH2:16][C:17]1[CH:18]=[C:19]([C:26]([OH:28])=[O:27])[C:20](=[CH:24][CH:25]=1)[C:21]([OH:23])=O>>[CH3:4][C:5]1[C:13](=[O:14])[N:16]([C:17]2[CH:18]=[C:19]3[C:26](=[O:27])[O:28][C:21](=[O:23])[C:20]3=[CH:24][CH:25]=2)[C:7](=[O:8])[C:6]=1[CH3:10]. Procedure details: If instead of 22.5 g of the disodium salt of 3-aminophthalic acid, an equivalent amount of the disodium salt of 4-aminophthalic acid is employed and in other respects the procedure indicated in the above example is followed, 4-(dimethylmaleinimidyl)-phthalic anhydride of melting point 197° C. is obtained. Reactants: C1(CCCC2=CC=CC=C12)=O (tetralone), C(C1=CC=CC=C1)N (benzylamine), C1(=CC=C(C=C1)S(=O)(=O)O)C (p-toluenesulfonic acid). The solvent is O.C1(=CC=CC=C1)C (water toluene). Product: C(C1=CC=CC=C1)NC1=CC2=CC=CC=C2CC1 (2-Benzylamino-3,4-dihydronaphthalene). RXN SMILES: [C:1]1(=O)[C:10]2[C:5](=[CH:6][CH:7]=[CH:8][CH:9]=2)[CH2:4][CH2:3][CH2:2]1.[CH2:12]([NH2:19])[C:13]1[CH:18]=[CH:17][CH:16]=[CH:15][CH:14]=1.C1(C)C=CC(S(O)(=O)=O)=CC=1>O.C1(C)C=CC=CC=1>[CH2:12]([NH:19][C:2]1[CH2:3][CH2:4][C:5]2[C:10](=[CH:9][CH:8]=[CH:7][CH:6]=2)[CH:1]=1)[C:13]1[CH:18]=[CH:17][CH:16]=[CH:15][CH:14]=1 |f:3.4|. Reported procedure: A mixture containing 171 mmol of-tetralone, 181 mmol of benzylamine and 100 mg of p-toluenesulfonic acid is brought to reflux with azeotropic distillation of the water/toluene mixture. After 2 hours of distillation, the medium is cooled and filtered. The expected product is obtained in the form of an oil after evaporation of the solvent. Reactants: N1=CC=CC2=C3O[C@H](CCC3=CC=C12)COS(=O)(=O)C1=CC=C(C=C1)C ((6R)-toluene-4-sulfonic acid 7,8-dihydro-6H-5-oxa-1-aza-phenanthren-6-ylmethyl ester), FC=1C=C2C(=CNC2=CC1)C=1CCNCC1 (5-fluoro-3-(1,2,3,6-tetrahydro-4-pyridinyl)-1H-indole), C(Cl)(Cl)Cl (chloroform). Run in CS(=O)C (DMSO). The product is FC=1C=C2C(=CNC2=CC1)C=1CCN(CC1)C[C@@H]1OC2=C3C=CC=NC3=CC=C2CC1 ((6R)-6-[4-(5-Fluoro-1H-indol-3-yl)-3,6-dihydro-2H-pyridin-1-ylmethyl]-7,8-dihydro-6H-5-oxa-1aza-phenanthrene). Yield: 56.6%. Reaction SMILES: [N:1]1[C:14]2[C:5](=[C:6]3[C:11](=[CH:12][CH:13]=2)[CH2:10][CH2:9][C@H:8]([CH2:15]OS(C2C=CC(C)=CC=2)(=O)=O)[O:7]3)[CH:4]=[CH:3][CH:2]=1.[F:27][C:28]1[CH:29]=[C:30]2[C:34](=[CH:35][CH:36]=1)[NH:33][CH:32]=[C:31]2[C:37]1[CH2:38][CH2:39][NH:40][CH2:41][CH:42]=1.C(Cl)(Cl)Cl>CS(C)=O>[F:27][C:28]1[CH:29]=[C:30]2[C:34](=[CH:35][CH:36]=1)[NH:33][CH:32]=[C:31]2[C:37]1[CH2:38][CH2:39][N:40]([CH2:15][C@H:8]2[CH2:9][CH2:10][C:11]3[C:6](=[C:5]4[C:14](=[CH:13][CH:12]=3)[N:1]=[CH:2][CH:3]=[CH:4]4)[O:7]2)[CH2:41][CH:42]=1. Procedure: A solution of (6R)-toluene-4-sulfonic acid 7,8-dihydro-6H-5-oxa-1-aza-phenanthren-6-ylmethyl ester (0.17 g, 0.47 mmole) and 5-fluoro-3-(1,2,3,6-tetrahydro-4-pyridinyl)-1H-indole (0.20 g, 0.94 mmole) in anhydrous DMSO (25 mL) was stirred at 80° C. for 2 hours. The reaction mixture was then poured into chloroform (100 mL) and washed with water (3×40 mL). The organic layer was dried over sodium sulfate and filtered, and the solvent was removed under vacuum. Column chromatography on silica gel (5% m... Starting materials: CN(C)C=O, COc1cc(C(=O)c2c(C)c(NC(=O)c3ccc(Cl)cc3)c3ccccn23)ccc1[N+](=O)[O-], [H][H], O=[Pt]. The product is COc1cc(C(=O)c2c(C)c(NC(=O)c3ccc(Cl)cc3)c3ccccn23)ccc1N. As a reaction SMILES: [CH3:36][N:37]([CH3:38])[CH:39]=[O:40].[Cl:1][c:2]1[cH:3][cH:4][c:5]([C:6](=[O:7])[NH:8][c:9]2[c:10]([CH3:31])[c:11]([C:18]([c:19]3[cH:20][c:21]([O:28][CH3:29])[c:22]([N+:25]([O-:26])=[O:27])[cH:23][cH:24]3)=[O:30])[n:12]3[cH:13][cH:14][cH:15][cH:16][c:17]23)[cH:32][cH:33]1.[H:34][H:35].[Pt:41]=[O:42]>>[Cl:1][c:2]1[cH:3][cH:4][c:5]([C:6](=[O:7])[NH:8][c:9]2[c:10]([CH3:31])[c:11]([C:18]([c:19]3[cH:20][c:21]([O:28][CH3:29])[c:22]([NH2:25])[cH:23][cH:24]3)=[O:30])[n:12]3[cH:13][cH:14][cH:15][cH:16][c:17]23)[cH:32][cH:33]1. The reactants are FC1=CC=C2C(=CN(C2=C1)CC1=CC=CC=C1)C1C(OC(=C1)C1=CN(C2=CC(=CC=C12)F)CC1=CC=CC=C1)=O (3,5-bis(6-fluoro-1-benzyl-3-indolyl)-2(3H)-furanone), C(C)N1C(=CC2=CC=CC=C12)C (1-ethyl-2-methylindole), C(C)N1C(=C(C2=CC=CC=C12)C1C(OC(=C1)C1=C(N(C2=CC=CC=C12)CC)C)=O)C (3,5-bis(1-ethyl-2-methyl-3-indolyl)-2(3H)-furanone), COC=1C=C2C=CNC2=CC1OC (5,6-dimethoxyindole). Yields the product FC1=CC=C2C(=CN(C2=C1)CC1=CC=CC=C1)C=1C(OC(C1)(C1=CNC2=CC(=C(C=C12)OC)OC)C1=CN(C2=CC(=CC=C12)F)CC1=CC=CC=C1)=O (3,5-bis(6-fluoro-1-benzyl-3-indolyl)-5-(5,6-dimethoxy-3-indolyl)-2(5H)-furanone). As a reaction SMILES: [F:1][C:2]1[CH:10]=[C:9]2[C:5]([C:6]([CH:18]3[CH:22]=[C:21]([C:23]4[C:31]5[C:26](=[CH:27][C:28]([F:32])=[CH:29][CH:30]=5)[N:25]([CH2:33][C:34]5[CH:39]=[CH:38][CH:37]=[CH:36][CH:35]=5)[CH:24]=4)[O:20][C:19]3=[O:40])=[CH:7][N:8]2[CH2:11][C:12]2[CH:17]=[CH:16][CH:15]=[CH:14][CH:13]=2)=[CH:4][CH:3]=1.C(N1C2C(=CC=CC=2)C(C2C=C(C3C4C(=CC=CC=4)N(CC)C=3C)OC2=O)=C1C)C.[CH3:71][O:72][C:73]1[CH:74]=[C:75]2[C:79](=[CH:80][C:81]=1[O:82][CH3:83])[NH:78][CH:77]=[CH:76]2.C(N1C2C(=CC=CC=2)C=C1C)C>>[F:1][C:2]1[CH:10]=[C:9]2[C:5]([C:6]([C:18]3[C:19](=[O:40])[O:20][C:21]([C:23]4[C:31]5[C:26](=[CH:27][C:28]([F:32])=[CH:29][CH:30]=5)[N:25]([CH2:33][C:34]5[CH:39]=[CH:38][CH:37]=[CH:36][CH:35]=5)[CH:24]=4)([C:76]4[C:75]5[C:79](=[CH:80][C:81]([O:82][CH3:83])=[C:73]([O:72][CH3:71])[CH:74]=5)[NH:78][CH:77]=4)[CH:22]=3)=[CH:7][N:8]2[CH2:11][C:12]2[CH:17]=[CH:16][CH:15]=[CH:14][CH:13]=2)=[CH:4][CH:3]=1. Reported procedure: When 3,5-bis(6-fluoro-1-benzyl-3-indolyl)-2(3H)-furanone is substituted for 3,5-bis(1-ethyl-2-methyl-3-indolyl)-2(3H)-furanone and 5,6-dimethoxyindole is substituted for 1-ethyl-2-methylindole in the procedure described in part C of this example, there is obtained 3,5-bis(6-fluoro-1-benzyl-3-indolyl)-5-(5,6-dimethoxy-3-indolyl)-2(5H)-furanone (Formula III: R=C6H5CH2 ; R1 =R2 =R3 =H; Y=6-F; Y1 =5,6-(CH3O)2). Run in N1=CC=CC=C1 (pyridine), O1CCCC1 (tetrahydrofuran). Conditions: time 8 hour. As a reaction SMILES: [C:1]([OH:6])(=O)[C:2]#[C:3][CH3:4].ClC(OCC(C)C)=O.CN1CCOCC1.[Br:22][C:23]1[CH:24]=[C:25]([NH:29][C:30]2[C:39]3[C:34](=[CH:35][CH:36]=[C:37]([NH2:40])[CH:38]=3)[N:33]=[CH:32][N:31]=2)[CH:26]=[CH:27][CH:28]=1>O1CCCC1.N1C=CC=CC=1>[Br:22][C:23]1[CH:24]=[C:25]([NH:29][C:30]2[C:39]3[C:34](=[CH:35][CH:36]=[C:37]([NH:40][C:1](=[O:6])[C:2]#[C:3][CH3:4])[CH:38]=3)[N:33]=[CH:32][N:31]=2)[CH:26]=[CH:27][CH:28]=1. Yield: 55.3%. Reported procedure: A solution of 0.50 g of 2-butynoic acid in 10 ml of tetrahydrofuran was cooled in an ice bath. A 0.79 ml portion of isobutyl chloroformate followed by a 0.66 ml portion of N-methyl morpholine were added. After about 1 minute a solution of 1.6 g of N-(3-bromophenyl)-4,6-quinazolindiamine in 10 ml of pyridine was added. The reaction was allowed to come to room temperature and stir overnight. The solvents were removed at reduced pressure and the solid was recrystallized from n-butanol to give 1.07 ... Starting materials: BrC=1C=C(C=CC1)NC1=NC=NC2=CC=C(C=C12)N (N-(3-bromophenyl)-4,6-quinazolindiamine), C(C#CC)(=O)O (2-butynoic acid), CN1CCOCC1 (N-methyl morpholine), ClC(=O)OCC(C)C (isobutyl chloroformate). Product: BrC=1C=C(C=CC1)NC1=NC=NC2=CC=C(C=C12)NC(C#CC)=O (N-[4-[(3-bromophenyl)amino]-6-quinazolinyl)-2-butynamide).